This data is from the Open Reaction Database (ORD), a public repository of structured organic reaction records. The task is: describe an organic reaction: reactants, conditions, products, and yield Starting materials: [Li]CCCC (BuLi), BrC1=C(C=C(C(=C1)C)Br)C (1,4-dibromo-2,5-dimethylbenzene), CN(C)C=O (DMF). The solvent is [Cl-].[NH4+] (ammonium chloride), C1CCOC1 (THF). Reaction conditions: temperature -78 celsius, time 1 hour. The product is BrC1=CC(=C(C=O)C=C1C)C (4-bromo-2,5-dimethylbenzaldehyde). Isolated yield 40.0%. Reaction SMILES: Br[C:2]1[CH:7]=[C:6]([CH3:8])[C:5]([Br:9])=[CH:4][C:3]=1[CH3:10].[Li]CCCC.CN([CH:19]=[O:20])C>C1COCC1.[Cl-].[NH4+]>[Br:9][C:5]1[C:6]([CH3:8])=[CH:7][C:2]([CH:19]=[O:20])=[C:3]([CH3:10])[CH:4]=1 |f:4.5|. Procedure details: 4 g (15 mmol, 1 eq.) of 1,4-dibromo-2,5-dimethylbenzene are solubilized in 50 mL of distilled THF, in a Schlenk tube under argon. The medium is then cooled to −78° C., then 6.6 mL (16.6 mmol, 1.1 eq.) of BuLi (2.5M in hexane) are added dropwise. After stirring at this temperature for 1 hour, 5.3 mL (68 mmol, 4.5 eq.) of freshly distilled DMF are added. The reaction medium is again stirred at this temperature for 1 hour, and then the temperature returns to ambient temperature overnight. Next, the... Reactants: 1-2, C1(=CC=CC=C1)C(CCC(C)=O)(C#N)C1=CC=CC=C1 (diphenyl 4-oxo pentane carbonitrile). Solvent: S(O)(O)(=O)=O (sulphuric acid), alcohol. Yields the product C1(=CC=CC=C1)C(C(CC(C)=O)C1=CC=CC=C1)C#N (1,2-diphenyl 4-oxo pentane carbonitrile). RXN SMILES: C1([C:7]([C:15]2[CH:20]=[CH:19][CH:18]=[CH:17][CH:16]=2)([C:13]#[N:14])[CH2:8][CH2:9][C:10](=[O:12])[CH3:11])C=CC=CC=1>S(=O)(=O)(O)O>[C:15]1([CH:7]([C:13]#[N:14])[CH:8]([C:15]2[CH:20]=[CH:19][CH:18]=[CH:17][CH:16]=2)[CH2:9][C:10](=[O:12])[CH3:11])[CH:20]=[CH:19][CH:18]=[CH:17][CH:16]=1. Reported procedure: Thirty grams of 1-2 diphenyl 4-oxo pentane carbonitrile obtained in the course of the first stage are dissolved in the hot state in 270 ml of alcohol at 95° GL. Then 90 ml of concentrated sulphuric acid are added. The reaction mixture is heated under reflux for 6 hours. After cooling it is extracted at least 4 times with 200-100-100-100 ml of CH2Cl2 -- ether (50:50), until almost complete decolorization of the aqueous phase has occured. Starting materials: ClCCCC(=O)Cl (γ-chlorobutyryl chloride), N1C(=O)CCC2=CC=CC=C12 (3,4-dihydrocarbostyril), ice water, [Cl-].[Al+3].[Cl-].[Cl-] (aluminium chloride). The solvent is C(=S)=S (carbon disulfide), C(=S)=S (carbon disulfide). Run at time 4 hour. Yields the product ClCCCC(=O)C=1C=C2CCC(NC2=CC1)=O (6-(4-chloro-1-oxobutyl)-3,4-dihydrocarbostyril). Reaction SMILES: [Cl:1][CH2:2][CH2:3][CH2:4][C:5](Cl)=[O:6].[Cl-].[Al+3].[Cl-].[Cl-].[NH:12]1[C:22]2[C:17](=[CH:18][CH:19]=[CH:20][CH:21]=2)[CH2:16][CH2:15][C:13]1=[O:14]>C(=S)=S>[Cl:1][CH2:2][CH2:3][CH2:4][C:5]([C:19]1[CH:18]=[C:17]2[C:22](=[CH:21][CH:20]=1)[NH:12][C:13](=[O:14])[CH2:15][CH2:16]2)=[O:6] |f:1.2.3.4|. Procedure details: 120 Milliliters of γ-chlorobutyryl chloride and 160 g of pulverized anhydrous aluminium chloride were suspended in 300 ml of carbon disulfide. The suspension was refluxed by heating and another suspension of 29.4 g of 3,4-dihydrocarbostyril in 100 ml of carbon disulfide was added dropwise to the first suspension in 1 hour and the reaction was continued for 4 hours under refluxing condition by heating. After the reaction was completed, the reaction mixture was poured into ice-water and the precip... Conditions: time 8 hour. As a reaction SMILES: [CH3:1][N:2]([CH3:15])[C:3]1([C:13]#[N:14])[CH2:12][CH2:11][C:6]2([O:10]CCO2)[CH2:5][CH2:4]1.[C:16]1(C)[CH:21]=CC=[CH:18][CH:17]=1.C#C.Cl>O.C1(C2CCC=CCCC=2)C=CC=C1.[Co]>[CH3:15][N:2]([CH3:1])[C:3]1([C:13]2[CH:18]=[CH:17][CH:16]=[CH:21][N:14]=2)[CH2:4][CH2:5][C:6](=[O:10])[CH2:11][CH2:12]1 |f:5.6|. Run in O (water). Procedure: A solution of 4.5 g of 8-dimethylamino-1,4-dioxa-spiro[4.5]decane-8-carbonitrile, 50 mg of cyclopentadienyl-cycloocta-1,5-diene-cobalt(l) [cpCo(cod)] and 100 ml of toluene was transferred into the reaction vessel in an inert gas/acetylene countercurrent. After saturation with acetylene, the reaction solution was irradiated at a temperature of 25° C. over a period of 6 hours, with vigorous stirring. The reaction was interrupted by switching off the lamp and supplying air and the reaction solution... Reactants: CN(C1(CCC2(OCCO2)CC1)C#N)C (8-dimethylamino-1,4-dioxa-spiro[4.5]decane-8-carbonitrile), C#C (acetylene), C1(=CC=CC=C1)C (toluene), C#C (acetylene), Cl (hydrochloric acid). The product is CN(C1(CCC(CC1)=O)C1=NC=CC=C1)C (4-dimethylamino-4-pyridine-2-ylcyclohexanone). The reagents and catalysts are C1(C=CC=C1)C1=CCCC=CCC1.[Co] (cyclopentadienyl-cycloocta-1,5-diene cobalt). The reactants are CC(C)(C)OC(N[C@H]1C(N(CCCC1)S(=O)(=O)C)=O)=O ([(3R)-hexahydro-1-(methylsulfonyl)-2-oxo-1H-azepin-3-yl]-carbamic acid-1,1-dimethylethyl ester), C(=O)(O)[O-].[Na+] (NaHCO3), ClC1=CC=C2C(=CC(=NC2=C1)N)N1CCNCC1 (7-chloro-4-(1-piperazinyl)-2-quinolinamine), C(=O)(C(F)(F)F)O (TFA), ClC(Cl)(OC(OC(Cl)(Cl)Cl)=O)Cl (triphosgene). Product: NC1=NC2=CC(=CC=C2C(=C1)N1CCN(CC1)C(=O)N[C@@H]1C(N(CCCC1)S(=O)(=O)C)=O)Cl (4-(2-Amino-7-chloro-4-quinolinyl)-N-[(3S)-hexahydro-1-(methylsulfonyl)-2-oxo-1H-azepin-3-yl]-1-piperazinecarboxamide). Reaction SMILES: CC(O[C:6](=[O:20])[NH:7][C@@H:8]1[CH2:14][CH2:13][CH2:12][CH2:11][N:10]([S:15]([CH3:18])(=[O:17])=[O:16])[C:9]1=[O:19])(C)C.C(O)(C(F)(F)F)=O.ClC(Cl)(OC(=O)OC(Cl)(Cl)Cl)Cl.C([O-])(O)=O.[Na+].[Cl:45][C:46]1[CH:55]=[C:54]2[C:49]([C:50]([N:57]3[CH2:62][CH2:61][NH:60][CH2:59][CH2:58]3)=[CH:51][C:52]([NH2:56])=[N:53]2)=[CH:48][CH:47]=1>>[NH2:56][C:52]1[CH:51]=[C:50]([N:57]2[CH2:58][CH2:59][N:60]([C:6]([NH:7][C@H:8]3[CH2:14][CH2:13][CH2:12][CH2:11][N:10]([S:15]([CH3:18])(=[O:16])=[O:17])[C:9]3=[O:19])=[O:20])[CH2:61][CH2:62]2)[C:49]2[C:54](=[CH:55][C:46]([Cl:45])=[CH:47][CH:48]=2)[N:53]=1 |f:3.4|. Reported procedure: As described for example 213, [(3R)-hexahydro-1-(methylsulfonyl)-2-oxo-1H-azepin-3-yl]-carbamic acid-1,1-dimethylethyl ester, TFA, triphosgene, NaHCO3 (sat.), and 7-chloro-4-(1-piperazinyl)-2-quinolinamine are reacted to afford the product as a light yellow solid. LC-MS: 495 (M++1). 1H NMR (CDCl3) δ 1.52 (m, 1H), 1.70 (m, 1H), 1.86 (m, 1H), 1.95˜2.05 (m, 2H), 2.15 (m, 1H), 3.09 (m, 4H), 3.45 (s, 3H), 3.48 (m, 1H), 3.65 (m, 4H), 4.45 (m, 1H), 4.81 (m, 1H), 5.17 (br.s, 2H), 5.95 (d, 1H), 6.15 (s, ... Starting materials: C(=O)(OCC)N1CCN(CC1)C1=NC2=CC(=C(C=C2C(=N1)N)OC)OC (2-(4-carbethoxypiperazin-1-yl)-4-amino-6,7-dimethoxyquinazoline), C(C)OCC (ethyl ether). Run at temperature -20 celsius, time 2 hour. The product is O1C(=CC=C1)C(=O)N1CCN(CC1)C1=NC2=CC(=C(C=C2C(=N1)N)OC)OC (2-[4-(2-furoyl)piperazin-1-yl]-4-amino-6,7-dimethoxyquinazoline). As a reaction SMILES: [C:1]([N:6]1[CH2:11][CH2:10][N:9]([C:12]2[N:21]=[C:20]([NH2:22])[C:19]3[C:14](=[CH:15][C:16]([O:25][CH3:26])=[C:17]([O:23][CH3:24])[CH:18]=3)[N:13]=2)[CH2:8][CH2:7]1)(OCC)=[O:2].[CH2:27]([O:29][CH2:30][CH3:31])[CH3:28]>>[O:29]1[CH:30]=[CH:31][CH:28]=[C:27]1[C:1]([N:6]1[CH2:7][CH2:8][N:9]([C:12]2[N:21]=[C:20]([NH2:22])[C:19]3[C:14](=[CH:15][C:16]([O:25][CH3:26])=[C:17]([O:23][CH3:24])[CH:18]=3)[N:13]=2)[CH2:10][CH2:11]1)=[O:2]. Procedure: To the above mixture is added slowly at -20° C., 32.9 g. (0.10 mole) of 2-(4-carbethoxypiperazin-1-yl)-4-amino-6,7-dimethoxyquinazoline dissolved in 300 ml. of ethyl ether. The reaction mixture is stirred at -20° C. for 2 hours, then allowed to warm to room temperature. The resulting mixture is hydrolyzed by addition of 100 ml. of water, and the ether layer separated. The aqueous layer is extracted with 300 ml. of ether and the combined extracts are dried over anhydrous magnesium sulfate. Evapor... Reactants: [H-].[Na+] (sodium hydride), [Cl-].[NH4+] (ammonium chloride), ClC1=NC=NC(=C1)N(C1=C(C(=CC=C1)F)F)CC (4-chloro-6-(N-ethyl-N-(2,3-difluorophenyl)amino)pyrimidine), C(C#CC)O (2-butyn-1-ol). The solvent is O1CCCC1 (tetrahydrofuran), O1CCCC1 (tetrahydrofuran), O1CCCC1 (tetrahydrofuran). Yields the product C(C#CC)OC1=CC(=NC=N1)N(C1=C(C(=CC=C1)F)F)CC (6-(2-butynyloxy)-4-(N-ethyl-N-(2,3-difluorophenyl)amino)pyrimidine). Isolated yield 71.1%. Reaction SMILES: [H-].[Na+].[CH2:3]([OH:7])[C:4]#[C:5][CH3:6].Cl[C:9]1[CH:14]=[C:13]([N:15]([CH2:24][CH3:25])[C:16]2[CH:21]=[CH:20][CH:19]=[C:18]([F:22])[C:17]=2[F:23])[N:12]=[CH:11][N:10]=1.[Cl-].[NH4+]>O1CCCC1>[CH2:3]([O:7][C:9]1[N:10]=[CH:11][N:12]=[C:13]([N:15]([CH2:24][CH3:25])[C:16]2[CH:21]=[CH:20][CH:19]=[C:18]([F:22])[C:17]=2[F:23])[CH:14]=1)[C:4]#[C:5][CH3:6] |f:0.1,4.5|. Procedure: In 1.5 ml of tetrahydrofuran was suspended 0.04 g of sodium hydride (60% in oil), to which 0.5 ml of a tetrahydrofuran solution containing 0.06 g of 2-butyn-1-ol was slowly added dropwise under stirring at room temperature. The mixture was stirred at room temperature for 20 minutes, and 0.5 ml of a tetrahydrofuran solution containing 0.2 g of 4-chloro-6-(N-ethyl-N-(2,3-difluorophenyl)amino)pyrimidine was slowly added dropwise, followed by stirring at room temperature for 5 hours. The reaction mi... Starting materials: CCNc1cc(OC)ccc1C1CCc2cc(OC)ccc2C1, ClCCl, [Na+], [OH-], O, O=C(Cl)Cc1ccccc1. Product: CCN(C(=O)Cc1ccccc1)c1cc(OC)ccc1C1CCc2cc(OC)ccc2C1. Reaction SMILES: [CH2:1]([CH3:2])[NH:3][c:4]1[c:5]([CH:12]2[CH2:13][c:14]3[cH:15][cH:16][c:17]([O:22][CH3:23])[cH:18][c:19]3[CH2:20][CH2:21]2)[cH:6][cH:7][c:8]([O:10][CH3:11])[cH:9]1.[Cl:37][CH2:38][Cl:39].[Na+:25].[OH-:24].[OH2:36].[c:26]1([CH2:32][C:33](=[O:34])[Cl:35])[cH:27][cH:28][cH:29][cH:30][cH:31]1>>[CH2:1]([CH3:2])[N:3]([c:4]1[c:5]([CH:12]2[CH2:13][c:14]3[cH:15][cH:16][c:17]([O:22][CH3:23])[cH:18][c:19]3[CH2:20][CH2:21]2)[cH:6][cH:7][c:8]([O:10][CH3:11])[cH:9]1)[C:33]([CH2:32][c:26]1[cH:27][cH:28][cH:29][cH:30][cH:31]1)=[O:34].